From a dataset of the Open Reaction Database (ORD), a public repository of structured organic reaction records. describe an organic reaction: reactants, conditions, products, and yield The reactants are CC1(C)C2CCC1(CS(=O)(=O)O)C(=O)C2, CC#N, O=C(NCC1CC1)c1cccc(F)c1Nc1nc(Cl)ncc1Cl, CC(C)O, Nc1ccc2c(c1)NC(=O)CCC2, O. Yields the product O=C1CCCc2ccc(Nc3ncc(Cl)c(Nc4c(F)cccc4C(=O)NCC4CC4)n3)cc2N1. Reaction SMILES: [C:1]12([CH2:2][S:3]([OH:4])(=[O:5])=[O:6])[C:7]([CH3:8])([CH3:9])[CH:10]([CH2:11][CH2:12]1)[CH2:13][C:14]2=[O:15].[CH3:56][C:57]#[N:58].[CH:29]1([CH2:32][NH:33][C:34]([c:35]2[c:36]([NH:42][c:43]3[n:44][c:45]([Cl:50])[n:46][cH:47][c:48]3[Cl:49])[c:37]([F:41])[cH:38][cH:39][cH:40]2)=[O:51])[CH2:30][CH2:31]1.[CH:52]([OH:53])([CH3:54])[CH3:55].[NH2:16][c:17]1[cH:18][cH:19][c:20]2[c:21]([cH:28]1)[NH:22][C:23](=[O:27])[CH2:24][CH2:25][CH2:26]2.[OH2:59]>>[NH:16]([c:17]1[cH:18][cH:19][c:20]2[c:21]([cH:28]1)[NH:22][C:23](=[O:27])[CH2:24][CH2:25][CH2:26]2)[c:45]1[n:44][c:43]([NH:42][c:36]2[c:35]([C:34]([NH:33][CH2:32][CH:29]3[CH2:30][CH2:31]3)=[O:51])[cH:40][cH:39][cH:38][c:37]2[F:41])[c:48]([Cl:49])[cH:47][n:46]1. As a reaction SMILES: [CH2:1]([c:2]1[cH:3][cH:4][cH:5][cH:6][cH:7]1)[O:8][c:9]1[c:10]([CH:19]=[O:20])[cH:11][c:12]([C:13](=[O:14])[O:15][CH3:16])[cH:17][cH:18]1.[CH3:27][C:28]#[N:29].[Cl+:23]([O-:24])[O-:25].[Na+:26].[OH:21][OH:22]>>[CH2:1]([c:2]1[cH:3][cH:4][cH:5][cH:6][cH:7]1)[O:8][c:9]1[c:10]([C:19](=[O:20])[OH:24])[cH:11][c:12]([C:13](=[O:14])[O:15][CH3:16])[cH:17][cH:18]1. Product: COC(=O)c1ccc(OCc2ccccc2)c(C(=O)O)c1. The reactants are COC(=O)c1ccc(OCc2ccccc2)c(C=O)c1, CC#N, [O-][Cl+][O-], [Na+], OO. Reactants: C=CCBr, CCN(C(C)C)C(C)C, CN(C)C=O, OCc1nc2ccccc2[nH]1. Yields the product C=CCn1c(CO)nc2ccccc21. As a reaction SMILES: [CH2:12]([CH:13]=[CH2:14])[Br:15].[CH:16]([N:17]([CH2:18][CH3:19])[CH:20]([CH3:21])[CH3:22])([CH3:23])[CH3:24].[O:25]=[CH:26][N:27]([CH3:28])[CH3:29].[nH:1]1[c:2]([CH2:10][OH:11])[n:3][c:4]2[c:5]1[cH:6][cH:7][cH:8][cH:9]2>>[n:1]1([CH2:14][CH:13]=[CH2:12])[c:2]([CH2:10][OH:11])[n:3][c:4]2[c:5]1[cH:6][cH:7][cH:8][cH:9]2. The reactants are BrC=1C=C2CCNCC2=CC1 (6-bromo-1,2,3,4-tetrahydroisoquinoline), CC1(C2=C(C(=CC=C2)P(C3=CC=CC=C3)C4=CC=CC=C4)OC5=C(C=CC=C51)P(C6=CC=CC=C6)C7=CC=CC=C7)C (Xanthphos), C([O-])([O-])=O.[Cs+].[Cs+] (Cesium carbonate), CN1CCNCC1 (N-methylpiperazine), BrC=1C=C2CCN(CC2=CC1)C(COCC1N(CCCC1)S(=O)(=O)C1=C(C=C(C=C1C)OC)C)=O (1-(6-bromo-3,4-dihydroisoquinolin-2(1H)-yl)-2-((1-(4-methoxy-2,6-dimethyl-phenylsulfonyl)piperidin-2-yl)methoxy)ethanone), ON1N=NC2=C1C=CC=C2 (N-hydroxybenzotriazole), Cl.C(C)N=C=NCCCN(C)C (N-ethyl-N′-(3-dimethylaminopropyl)carbodiimide hydrochloride), C(C)(C)N(CC)C(C)C (diisopropylethylamine). Reagents/catalysts: [Pd].C=1C=CC(=CC1)/C=C/C(=O)/C=C/C2=CC=CC=C2.C=1C=CC(=CC1)/C=C/C(=O)/C=C/C2=CC=CC=C2.C=1C=CC(=CC1)/C=C/C(=O)/C=C/C2=CC=CC=C2.[Pd].[Pd] (palladium tris(dibenzylideneacetone)dipalladium). Run in ClCCl (dichloromethane), O1CCOCC1 (dioxane), ClCCl (dichloromethane). Conditions: temperature 23 celsius, time 15 minute. Yields the product COC1=CC(=C(C(=C1)C)S(=O)(=O)N1C(CCCC1)COCC(=O)N1CC2=CC=C(C=C2CC1)N1CCN(CC1)C)C (2-((1-(4-methoxy-2,6-dimethylphenylsulfonyl)piperidin-2-yl)methoxy)-1-(6-(4-methyl-piperazin-1-yl)-3,4-dihydroisoquinolin-2(1H)-yl)ethanone). The yield is 80.0%. Reaction SMILES: [CH:1]([N:4]([CH:7]([CH3:9])[CH3:8])[CH2:5][CH3:6])([CH3:3])C.O[N:11]1[C:15]2C=CC=CC=2N=N1.Cl.C(N=C=NCCCN(C)C)C.BrC1C=[C:35]2[C:40](=[CH:41]C=1)[CH2:39][NH:38][CH2:37][CH2:36]2.[C:43](=[O:46])([O-])[O-].[Cs+].[Cs+].CN1CCNCC1.BrC1C=C2C(=CC=1)CN(C(=O)[CH2:68][O:69][CH2:70][CH:71]1[CH2:76][CH2:75][CH2:74][CH2:73][N:72]1[S:77]([C:80]1[C:85]([CH3:86])=[CH:84][C:83]([O:87][CH3:88])=[CH:82][C:81]=1[CH3:89])(=[O:79])=[O:78])CC2.CC1(C)C2C(=C(P(C3C=CC=CC=3)C3C=CC=CC=3)C=CC=2)OC2C(P(C3C=CC=CC=3)C3C=CC=CC=3)=CC=CC1=2>ClCCl.O1CCOCC1.[Pd].C1C=CC(/C=C/C(/C=C/C2C=CC=CC=2)=O)=CC=1.C1C=CC(/C=C/C(/C=C/C2C=CC=CC=2)=O)=CC=1.C1C=CC(/C=C/C(/C=C/C2C=CC=CC=2)=O)=CC=1.[Pd].[Pd]>[CH3:88][O:87][C:83]1[CH:82]=[C:81]([CH3:89])[C:80]([S:77]([N:72]2[CH2:73][CH2:74][CH2:75][CH2:76][CH:71]2[CH2:70][O:69][CH2:68][C:43]([N:38]2[CH2:37][CH2:36][C:35]3[C:40](=[CH:41][CH:8]=[C:7]([N:4]4[CH2:5][CH2:6][N:11]([CH3:15])[CH2:3][CH2:1]4)[CH:9]=3)[CH2:39]2)=[O:46])(=[O:78])=[O:79])=[C:85]([CH3:86])[CH:84]=1 |f:2.3,5.6.7,13.14.15.16.17.18|. Procedure: To a solution of the acid structural unit S27 (1.5 g) in dichloromethane (5 ml/mmol) there was added at 0° C. diisopropylethylamine (2.5 eq.), followed by N-hydroxybenzotriazole (HOBt) (1 eq.) and N-ethyl-N′-(3-dimethylaminopropyl)carbodiimide hydrochloride (EDCI) (1.5 eq.). The resulting reaction mixture was stirred for 15 min. at 23° C. It was then cooled to 0° C., and 6-bromo-1,2,3,4-tetrahydroisoquinoline (1.2 eq., dissolved in dichloromethane) was added dropwise. The reaction mixture was st...